Dataset: the Open Reaction Database (ORD), a public repository of structured organic reaction records. Task: describe an organic reaction: reactants, conditions, products, and yield Yields the product C(C)OC(=O)CN1C(N(SC1=O)C(C)C)=O (4-(Ethoxycarbonylmethyl)-2-isopropyl-1,2,4-thiadiazolidine-3,5-dione). The reactants are N(=C=S)CC(=O)OCC (Ethyl isothiocyanatoacetate), C(C)(C)N=C=O (isopropyl isocyanate), Cl (HCl), [O-][Mn](=O)(=O)=O.[K+] (KMnO4). RXN SMILES: [N:1]([CH2:4][C:5]([O:7][CH2:8][CH3:9])=[O:6])=[C:2]=[S:3].Cl.[O-:11][Mn](=O)(=O)=O.[K+].[CH:17]([N:20]=[C:21]=[O:22])([CH3:19])[CH3:18]>>[CH2:8]([O:7][C:5]([CH2:4][N:1]1[C:2](=[O:11])[S:3][N:20]([CH:17]([CH3:19])[CH3:18])[C:21]1=[O:22])=[O:6])[CH3:9] |f:2.3|. Procedure: Reagents: Ethyl isothiocyanatoacetate (0.8 ml, 6.5 mmol), 35% HCl (3.1 ml), KMnO4 (0.5 g), isopropyl isocyanate (0.64 ml, 6.5 mmol). The reactants are NS(=O)(=O)N1CCN(CC1)CCCC1COC2=C(C=3N(C1)C=1C=C(C=CC1C3C3CCCCC3)C(=O)O)C=CC=C2 (7-{3-[4-(aminosulfonyl)piperazin-1-yl]propyl}-14-cyclohexyl-7,8-dihydro-6H-indolo[1,2-e][1,5]benzoxazocine-11-carboxylic acid), C(CCl)Cl (EDC). Reagents/catalysts: CN(C)C=1C=CN=CC1 (DMAP). The solvent is C(Cl)Cl (DCM). Run at temperature 50 celsius, time 2 hour. The product is C1(CCCCC1)C1=C2N3C4=C1C=CC(C(NS(N1CCN(CCCC(COC5=CC=CC=C25)C3)CC1)(=O)=O)=O)=C4 (30-cyclohexyl-18-oxa-2-thia-1,3,10,24-tetraazahexacyclo[22.2.2.15,9.18,11.110,20. 012,17]hentriaconta-5(31),6,8,11(30),12,14,16-heptaen-4-one 2,2-dioxide). The yield is 19.0%. Reaction SMILES: [NH2:1][S:2]([N:5]1[CH2:10][CH2:9][N:8]([CH2:11][CH2:12][CH2:13][CH:14]2[CH2:21][N:20]3[C:22]4[CH:23]=[C:24]([C:35](O)=[O:36])[CH:25]=[CH:26][C:27]=4[C:28]([CH:29]4[CH2:34][CH2:33][CH2:32][CH2:31][CH2:30]4)=[C:19]3[C:18]3[CH:38]=[CH:39][CH:40]=[CH:41][C:17]=3[O:16][CH2:15]2)[CH2:7][CH2:6]1)(=[O:4])=[O:3].C(Cl)CCl>C(Cl)Cl.CN(C1C=CN=CC=1)C>[CH:29]1([C:28]2[C:27]3[CH:26]=[CH:25][C:24]4=[CH:23][C:22]=3[N:20]3[CH2:21][CH:14]([CH2:15][O:16][C:17]5[C:18]([C:19]=23)=[CH:38][CH:39]=[CH:40][CH:41]=5)[CH2:13][CH2:12][CH2:11][N:8]2[CH2:9][CH2:10][N:5]([CH2:6][CH2:7]2)[S:2](=[O:3])(=[O:4])[NH:1][C:35]4=[O:36])[CH2:34][CH2:33][CH2:32][CH2:31][CH2:30]1. Procedure details: To a solution of 7-{3-[4-(aminosulfonyl)piperazin-1-yl]propyl}-14-cyclohexyl-7,8-dihydro-6H-indolo[1,2-e][1,5]benzoxazocine-11-carboxylic acid (0.04 M) in DCM were added EDC (1.5 eq) and DMAP (3 eq). The mixture was stirred at 50° C. for 2 h before cooling to RT and evaporating all volatiles in vacuo. The residue was purified by RP-HPLC (Waters Sunfire column; MeCN/H2O/0.1% TFA gradient). Fractions containing the pure compound were combined and lyophilized to afford the product as a white powder... The reactants are CC(C)(C)OC(=O)N(C(=O)OC(C)(C)C)C(CCC(c1cccc(F)c1F)C(N)CO)C(=O)O, ClCCCl, ClCCl, [Na+], O=C([O-])O. The product is CC(C)(C)OC(=O)N(C(=O)OC(C)(C)C)C1CCC(c2cccc(F)c2F)C(CO)NC1=O. RXN SMILES: [C:1]([CH3:2])([CH3:3])([CH3:4])[O:5][C:6](=[O:7])[N:8]([CH:9]([CH2:10][CH2:11][CH:12]([CH:13]([NH2:14])[CH2:15][OH:16])[c:17]1[c:18]([F:24])[c:19]([F:23])[cH:20][cH:21][cH:22]1)[C:25](=[O:26])[OH:27])[C:28](=[O:29])[O:30][C:31]([CH3:32])([CH3:33])[CH3:34].[CH2:35]([Cl:36])[CH2:37][Cl:38].[Cl:44][CH2:45][Cl:46].[Na+:43].[O-:39][C:40]([OH:41])=[O:42]>>[C:1]([CH3:2])([CH3:3])([CH3:4])[O:5][C:6](=[O:7])[N:8]([CH:9]1[CH2:10][CH2:11][CH:12]([c:17]2[c:18]([F:24])[c:19]([F:23])[cH:20][cH:21][cH:22]2)[CH:13]([CH2:15][OH:16])[NH:14][C:25]1=[O:27])[C:28](=[O:29])[O:30][C:31]([CH3:32])([CH3:33])[CH3:34]. The reactants are BrCCC(C(=O)O)C1=CC=CC=C1 (4-Bromo-2-phenylbutanoic acid), S(=O)(Cl)Cl (thionyl chloride), C1NCC2CCCCC12 (Octahydroisoindole), C(C)(C)N(CC)C(C)C (diisopropylethylamine). Run in CCOC(=O)C (EtOAc), ClCCl (dichloromethane), C(C)OCC (diethyl ether). Run at time 60 hour. Yields the product C1N(CC2CCCCC12)C(C(CCBr)C1=CC=CC=C1)=O (1-(Octahydro-isoindol-2-yl)-4-bromo-2-phenyl-butan-1-one). RXN SMILES: [Br:1][CH2:2][CH2:3][CH:4]([C:8]1[CH:13]=[CH:12][CH:11]=[CH:10][CH:9]=1)[C:5]([OH:7])=O.S(Cl)(Cl)=O.[CH2:18]1[CH:26]2[CH:21]([CH2:22][CH2:23][CH2:24][CH2:25]2)[CH2:20][NH:19]1.C(N(C(C)C)CC)(C)C>ClCCl.C(OCC)C.CCOC(C)=O>[CH2:18]1[CH:26]2[CH:21]([CH2:22][CH2:23][CH2:24][CH2:25]2)[CH2:20][N:19]1[C:5](=[O:7])[CH:4]([C:8]1[CH:13]=[CH:12][CH:11]=[CH:10][CH:9]=1)[CH2:3][CH2:2][Br:1]. Procedure details: 4-Bromo-2-phenylbutanoic acid (4.86 g, 0.02 mol) and thionyl chloride (2.2 mL, 0.03 mol) were refluxed in dichloromethane (100 mL) under nitrogen for 3 hours. The solution was evaporated and flushed with benzene three times. The residue was dissolved in diethyl ether (50 mL) and cooled in an ice bath. Octahydroisoindole (2.5 g, 0.02 mol) and diisopropylethylamine (3.5 mL, 0.02 mol) dissolved in diethyl ether (50 mL) were added and the reaction was stirred for 60 hours at room temperature. TLC (U... Reactants: solution, Cl (hydrogen chloride), OC(COC1=NOC(=C1)C1=CC=CC=C1)CN1CCOCC1 (3-(2-Hydroxy-3-morpholinopropoxy)-5-phenylisoxazole). Run in O1CCOCC1 (dioxane), C(C)(=O)OCC (ethyl acetate). Reaction conditions: time 10 minute. The product is Cl.OC(COC1=NOC(=C1)C1=CC=CC=C1)CN1CCOCC1 (3-(2-Hydroxy-3-morpholinopropoxy)-5-phenylisoxazole hydrochloride). The yield is 93.0%. Reaction SMILES: [ClH:1].[OH:2][CH:3]([CH2:17][N:18]1[CH2:23][CH2:22][O:21][CH2:20][CH2:19]1)[CH2:4][O:5][C:6]1[CH:10]=[C:9]([C:11]2[CH:16]=[CH:15][CH:14]=[CH:13][CH:12]=2)[O:8][N:7]=1>O1CCOCC1.C(OCC)(=O)C>[ClH:1].[OH:2][CH:3]([CH2:17][N:18]1[CH2:23][CH2:22][O:21][CH2:20][CH2:19]1)[CH2:4][O:5][C:6]1[CH:10]=[C:9]([C:11]2[CH:12]=[CH:13][CH:14]=[CH:15][CH:16]=2)[O:8][N:7]=1 |f:4.5|. Reported procedure: 5.0 ml of a 4N solution of hydrogen chloride in dioxane were added to a solution of 5.00 g of 3-(2-hydroxy-3-morpholinopropoxy)-5-phenylisoxazole (prepared as described in Example 19) in 200 ml of ethyl acetate, and the mixture was stirred at room temperature for 10 minutes. At the end of this time, the reaction mixture was concentrated by evaporation under reduced pressure, and the resulting solid residue was recrystallized from ethyl acetate, to give 5.21 g (yield 93.0%) of the title compound ... Reaction SMILES: [Cl:1][CH2:2][CH2:3][NH:4][CH2:5][CH2:6][Cl:7].Cl.[C:9](Cl)([Cl:11])=[O:10]>C1C=CC=CC=1>[Cl:11][C:9]([N:4]([CH2:5][CH2:6][Cl:7])[CH2:3][CH2:2][Cl:1])=[O:10]. Run in C1=CC=CC=C1 (benzene), C1=CC=CC=C1 (benzene). Procedure details: A solution in dry benzene of 82 g. of bis-(β-chloroethyl)-amine freshly liberated from its hydrochloride is added gradually to a solution of 36 g. of carbonyl chloride in benzene at a temperature below 10° C. The mixture is mechanically stirred for three hours, the precipitate of bis-(β-chloroethyl)-amine hydrochloride is removed by filtration, and the benzene is distilled off on a water bath. The residue is distilled in vacuo, and the N-chloroformyl-bis-(β-chloroethyl)-amine is obtained as a pa... Yields the product ClC(=O)N(CCCl)CCCl (N-chloroformyl-bis-(β-chloroethyl)-amine). The reactants are ClCCNCCCl (bis-(β-chloroethyl)-amine), Cl (hydrochloride), C(=O)(Cl)Cl (carbonyl chloride). Run at time 3 hour.